Task: describe an organic reaction: reactants, conditions, products, and yield. Dataset: the Open Reaction Database (ORD), a public repository of structured organic reaction records Starting materials: COC=1C=CC2=C(NC(N(C2=O)C2=CC=C(C=C2)OCC(F)(F)F)=S)N1 (7-methoxy-2-thioxo-3-[4-(2,2,2-trifluoroethoxy)phenyl]-2,3-dihydropyrido[2,3-d]pyrimidin-4(1H)-one), C(O)([O-])=O.[Na+] (sodium hydrogen carbonate), ICCC (1-iodopropane), CN(C=O)C (N,N-dimethylformamide). The solvent is O (water). Reaction conditions: temperature 80 celsius, time 10 minute. The product is COC=1C=CC2=C(N=C(N(C2=O)C2=CC=C(C=C2)OCC(F)(F)F)SCCC)N1 (7-methoxy-2-(propylsulfanyl)-3-[4-(2,2,2-trifluoroethoxy)phenyl]pyrido[2,3-d]pyrimidin-4(3H)-one). As a reaction SMILES: [CH3:1][O:2][C:3]1[CH:4]=[CH:5][C:6]2[C:11](=[O:12])[N:10]([C:13]3[CH:18]=[CH:17][C:16]([O:19][CH2:20][C:21]([F:24])([F:23])[F:22])=[CH:15][CH:14]=3)[C:9](=[S:25])[NH:8][C:7]=2[N:26]=1.C(=O)([O-])O.[Na+].I[CH2:33][CH2:34][CH3:35].CN(C)C=O>O>[CH3:1][O:2][C:3]1[CH:4]=[CH:5][C:6]2[C:11](=[O:12])[N:10]([C:13]3[CH:14]=[CH:15][C:16]([O:19][CH2:20][C:21]([F:24])([F:23])[F:22])=[CH:17][CH:18]=3)[C:9]([S:25][CH2:33][CH2:34][CH3:35])=[N:8][C:7]=2[N:26]=1 |f:1.2|. Reported procedure: A mixture of 7-methoxy-2-thioxo-3-[4-(2,2,2-trifluoroethoxy)phenyl]-2,3-dihydropyrido[2,3-d]pyrimidin-4(1H)-one (153 mg), 1M aqueous sodium hydrogen carbonate solution (439 μl), 1-iodopropane (117 μl) and N,N-dimethylformamide (3 ml) was stirred at 80° C. for 10 min. The reaction mixture was allowed to be cooled, and water (20 ml) was added thereto. The white precipitate was collected by filtration, washed with water, and dissolved in tetrahydrofuran (10 ml). The solution was diluted with ethyl ... Reactants: S(=O)(Cl)Cl (Thionyl chloride), FC(C(O)C1=C(C=CC=C1)O)(F)F (2-(2,2,2-trifluoro-1-hydroxyethyl)phenol), N1=CC=CC=C1 (pyridine). Solvent: C1(=CC=CC=C1)C (toluene). Reaction conditions: time 1 hour. Product: ClC(C(F)(F)F)C1=C(C=CC=C1)O (2-(1-chloro-2,2,2-trifluoroethyl)phenol). As a reaction SMILES: S(Cl)([Cl:3])=O.[F:5][C:6]([F:17])([F:16])[CH:7]([C:9]1[CH:14]=[CH:13][CH:12]=[CH:11][C:10]=1[OH:15])O.N1C=CC=CC=1>C1(C)C=CC=CC=1>[Cl:3][CH:7]([C:9]1[CH:14]=[CH:13][CH:12]=[CH:11][C:10]=1[OH:15])[C:6]([F:17])([F:16])[F:5]. Procedure details: Thionyl chloride (2.28 ml) was added to a solution of 2-(2,2,2-trifluoro-1-hydroxyethyl)phenol (3.0 g) and pyridine (1.23 ml) in toluene (50 ml). The reaction was stirred at room temperature for 1 hr, after which time the toluene was removed in vacuuo and the residue partitioned between ethyl acetate (100 ml) and 1 HCl (100 ml). The organics were separated and dried over magnesium sulfate, filtered and solvent removed in vacuuo to afford the title compound as a clear oil (3.0 g). 1H NMR (CDCl3):... Reactants: ClC1=NC=CN=C1 (chloropyrazine), N1CCC(CC1)CN (1-(piperid-4-yl)methylamine), C([O-])([O-])=O.[Na+].[Na+] (sodium carbonate). The solvent is CC(CCO)C (3-methyl-1-butanol). Yields the product N1=C(C=NC=C1)N1CCC(CC1)CN (1-[1-(pyrazin-2-yl)piperid-4-yl]methylamine). Yield: 67.5%. Reaction SMILES: Cl[C:2]1[CH:7]=[N:6][CH:5]=[CH:4][N:3]=1.[NH:8]1[CH2:13][CH2:12][CH:11]([CH2:14][NH2:15])[CH2:10][CH2:9]1.C(=O)([O-])[O-].[Na+].[Na+]>CC(C)CCO>[N:3]1[CH:4]=[CH:5][N:6]=[CH:7][C:2]=1[N:8]1[CH2:13][CH2:12][CH:11]([CH2:14][NH2:15])[CH2:10][CH2:9]1 |f:2.3.4|. Reported procedure: A mixture of chloropyrazine (14.3 g), 1-(piperid-4-yl)methylamine (14.25 g), sodium carbonate (11.4 g) and 3-methyl-1-butanol (100 ml) was stirred and heated under reflux for 64 hours, cooled to ambient temperature and filtered. The solvent was removed in vacuo and the residual oil was distilled to give 1-[1-(pyrazin-2-yl)piperid-4-yl]methylamine as a pale yellow oil (16.2 g), b.p. 136°-160° C. at 0.6 mbar. Starting materials: FC1=C(C=CC=C1)NC(NC1=CC=C(C=C1)C=1C=C2CN(C(C2=CC1)=O)[C@H](C(=O)O)C(C)C)=S ((S)-2-(5-(4-(3-(2-Fluorophenyl)thioureido)phenyl)-1-oxoisoindolin-2-yl)-3-methylbutanoic acid), COC1=CC=C(C=C1)NC(NC1=CC=C(C=C1)C=1C=C2CN(C(C2=CC1)=O)[C@H](C(=O)OC)C(C)C)=S ((S)-Methyl 2-(5-(4-(3-(4-methoxyphenyl)thioureido)phenyl)-1-oxoisoindolin-2-yl)-3-methylbutanoate). The product is COC1=CC=C(C=C1)NC(NC1=CC=C(C=C1)C=1C=C2CN(C(C2=CC1)=O)[C@H](C(=O)O)C(C)C)=S ((S)-2-(5-(4-(3-(4-Methoxyphenyl)thioureido)phenyl)-1-oxoisoindolin-2-yl)-3-methylbutanoic acid). Isolated yield 63.0%. RXN SMILES: FC1C=CC=CC=1NC(=S)NC1C=CC(C2C=C3C(=CC=2)C(=O)N([C@@H](C(C)C)C(O)=O)C3)=CC=1.[CH3:35][O:36][C:37]1[CH:42]=[CH:41][C:40]([NH:43][C:44](=[S:70])[NH:45][C:46]2[CH:51]=[CH:50][C:49]([C:52]3[CH:53]=[C:54]4[C:58](=[CH:59][CH:60]=3)[C:57](=[O:61])[N:56]([C@@H:62]([CH:67]([CH3:69])[CH3:68])[C:63]([O:65]C)=[O:64])[CH2:55]4)=[CH:48][CH:47]=2)=[CH:39][CH:38]=1>>[CH3:35][O:36][C:37]1[CH:42]=[CH:41][C:40]([NH:43][C:44](=[S:70])[NH:45][C:46]2[CH:47]=[CH:48][C:49]([C:52]3[CH:53]=[C:54]4[C:58](=[CH:59][CH:60]=3)[C:57](=[O:61])[N:56]([C@@H:62]([CH:67]([CH3:68])[CH3:69])[C:63]([OH:65])=[O:64])[CH2:55]4)=[CH:50][CH:51]=2)=[CH:39][CH:38]=1. Reported procedure: The compound of example 261 was prepared analogous to compound of example 257 by hydrolysis of compound of example 260. Reaction SMILES: [C:11]([CH3:12])([CH3:13])([CH3:14])[O:15][C:16](=[O:17])[N:18]1[CH2:19][CH2:20][NH:21][CH2:22][CH2:23]1.[CH3:1][S:2][C:3](=[C:4]([C:5]#[N:6])[C:7]#[N:8])[S:9][CH3:10].[CH:30]([OH:31])([CH3:32])[CH3:33].[cH:24]1[cH:25][cH:26][n:27][cH:28][cH:29]1>>[C:3](=[C:4]([C:5]#[N:6])[C:7]#[N:8])([S:9][CH3:10])[N:21]1[CH2:20][CH2:19][N:18]([C:16]([O:15][C:11]([CH3:12])([CH3:13])[CH3:14])=[O:17])[CH2:23][CH2:22]1. Starting materials: CC(C)(C)OC(=O)N1CCNCC1, CSC(SC)=C(C#N)C#N, CC(C)O, c1ccncc1. Product: CSC(=C(C#N)C#N)N1CCN(C(=O)OC(C)(C)C)CC1. Reactants: ClC=1C=C(C=CC1)N1N=C(C=C1C1=CC(=CC(=C1)OC)F)C(=O)OCC (Ethyl 1-(3-chlorophenyl)-5-(3-fluoro-5-methoxyphenyl)-1H-pyrazole-3-carboxylate), ClC=1C=C(C=CC1F)N1N=C(C=C1C1=CC(=CC(=C1)F)Cl)C(=O)O (1-(3-Chloro-4-fluorophenyl)-5-(3-chloro-5-fluorophenyl)-1H-pyrazole-3-carboxylic acid). Yields the product ClC=1C=C(C=CC1)N1N=C(C=C1C1=CC(=CC(=C1)OC)F)C(=O)O (1-(3-Chlorophenyl)-5-(3-fluoro-5-methoxyphenyl)-1H-pyrazole-3-carboxylic acid). Reaction SMILES: [Cl:1][C:2]1[CH:3]=[C:4]([N:8]2[C:12]([C:13]3[CH:18]=[C:17]([O:19][CH3:20])[CH:16]=[C:15]([F:21])[CH:14]=3)=[CH:11][C:10]([C:22]([O:24]CC)=[O:23])=[N:9]2)[CH:5]=[CH:6][CH:7]=1.ClC1C=C(N2C(C3C=C(F)C=C(Cl)C=3)=CC(C(O)=O)=N2)C=CC=1F>>[Cl:1][C:2]1[CH:3]=[C:4]([N:8]2[C:12]([C:13]3[CH:18]=[C:17]([O:19][CH3:20])[CH:16]=[C:15]([F:21])[CH:14]=3)=[CH:11][C:10]([C:22]([OH:24])=[O:23])=[N:9]2)[CH:5]=[CH:6][CH:7]=1. Reported procedure: The preparation of the title compound takes place starting from the compound of Example 41A in analogy to the synthesis of the compound of Example 71A. 1.31 g of the title compound are obtained.